From a dataset of the Open Reaction Database (ORD), a public repository of structured organic reaction records. describe an organic reaction: reactants, conditions, products, and yield Reactants: CCOC(=O)C(C)C, CC(=O)OCCCCI, [Li]CCCC, CCCCCC, CC(C)NC(C)C, Cl, C1CCOC1. Product: CCOC(=O)C(C)(C)CCCCOC(C)=O. As a reaction SMILES: [C:19]([CH:20]([CH3:21])[CH3:22])(=[O:23])[O:24][CH2:25][CH3:26].[C:27]([CH3:28])(=[O:29])[O:30][CH2:31][CH2:32][CH2:33][CH2:34][I:35].[CH2:14]([Li:15])[CH2:16][CH2:17][CH3:18].[CH3:8][CH2:9][CH2:10][CH2:11][CH2:12][CH3:13].[CH:1]([NH:2][CH:3]([CH3:4])[CH3:5])([CH3:6])[CH3:7].[ClH:36].[O:37]1[CH2:38][CH2:39][CH2:40][CH2:41]1>>[C:19]([C:20]([CH3:21])([CH3:22])[CH2:34][CH2:33][CH2:32][CH2:31][O:30][C:27]([CH3:28])=[O:29])(=[O:23])[O:24][CH2:25][CH3:26]. The reactants are C1CNCCO1, CC1=CC=C(S(=O)(Cl)=O)C=C1. Reagents/catalysts: O=C([O-])O.[Na+] (NaHCO3). Run in O (water), OCCOCCOCCOCCOCCO (PEG400), CC(C)=O (acetone). Run at temperature 25 celsius, pressure 100 psi, time 20 minute. Yields the product Cc1ccc(S(=O)(=O)N2CCOCC2)cc1. The yield is 100.0%.